From a dataset of the Open Reaction Database (ORD), a public repository of structured organic reaction records. describe an organic reaction: reactants, conditions, products, and yield Reactants: O=C(O)c1ccncc1Cl, Nc1cc(C(F)(F)F)ccc1O, c1ccncc1. The product is O=C(Nc1cc(C(F)(F)F)ccc1O)c1ccncc1Cl. As a reaction SMILES: [Cl:13][c:14]1[c:15]([C:16](=[O:17])[OH:18])[cH:19][cH:20][n:21][cH:22]1.[NH2:1][c:2]1[c:3]([OH:12])[cH:4][cH:5][c:6]([C:8]([F:9])([F:10])[F:11])[cH:7]1.[cH:23]1[cH:24][cH:25][n:26][cH:27][cH:28]1>>[NH:1]([c:2]1[c:3]([OH:12])[cH:4][cH:5][c:6]([C:8]([F:9])([F:10])[F:11])[cH:7]1)[C:16]([c:15]1[c:14]([Cl:13])[cH:22][n:21][cH:20][cH:19]1)=[O:17]. Starting materials: [N+](=O)(O)[O-] (Nitric acid), OC1=C(C2=C(CCN(CC2)C(=O)OC(C)(C)C)C=C1)C (1,1-dimethylethyl 7-hydroxy-6-methyl-1,2,4,5-tetrahydro-3H-3-benzazepine-3-carboxylate), [NH4+].[OH-] (NH4OH), C(Cl)Cl.CO (DCM MeOH). Solvent: C(Cl)Cl (DCM). The product is OC1=C(C2=C(CCN(CC2)C(=O)OC(C)(C)C)C=C1[N+](=O)[O-])C (1,1-dimethylethyl 7-hydroxy-6-methyl-8-nitro-1,2,4,5-tetrahydro-3H-3-benzazepine-3-carboxylate). The yield is 67.0%. RXN SMILES: [N+:1]([O-:4])(O)=[O:2].[OH:5][C:6]1[CH:23]=[CH:22][C:9]2[CH2:10][CH2:11][N:12]([C:15]([O:17][C:18]([CH3:21])([CH3:20])[CH3:19])=[O:16])[CH2:13][CH2:14][C:8]=2[C:7]=1[CH3:24].C(Cl)Cl.CO.[NH4+].[OH-]>C(Cl)Cl>[OH:5][C:6]1[C:23]([N+:1]([O-:4])=[O:2])=[CH:22][C:9]2[CH2:10][CH2:11][N:12]([C:15]([O:17][C:18]([CH3:20])([CH3:21])[CH3:19])=[O:16])[CH2:13][CH2:14][C:8]=2[C:7]=1[CH3:24] |f:2.3,4.5|. Reported procedure: Nitric acid (65%, 0.370 ml) was added dropwise with vigorous stirring to 1,1-dimethylethyl 7-hydroxy-6-methyl-1,2,4,5-tetrahydro-3H-3-benzazepine-3-carboxylate (600 mg) and silica gel (1.67 g) in DCM (5.7 ml) at −15° C. After 30 min a mixture of DCM/MeOH/conc.NH4OH: 10/3/1.5 was added and silica gel was filtered off. The solvent was evaporated under reduced pressure and the residue was purified on silica gel (ethyl acetate/petroleum ether: 15/85) obtaining the desired compound (470 mg, 67% yield... Starting materials: FC1=CC=C(C=C1)C1=C(N=CC(=N1)C(=O)O)N1CCCCC1 (6-(4-fluoro-phenyl)-5-piperidin-1-yl-pyrazine-2-carboxylic acid), C(C(=O)Cl)(=O)Cl (oxalyl chloride), C(C)(C)N(C(C)C)CC (N,N-diisopropylethylamine), [N-]=C=O (isocyanate), COC(C(C)(C)N)=O (aminoisobutyric acid methyl ester). Run in ClCCl (dichloromethane), ClCCl (dichloromethane). Conditions: time 3 hour. Yields the product COC(C(C)(C)NC(=O)C1=NC(=C(N=C1)N1CCCCC1)C1=CC=C(C=C1)F)=O (2-{[6-(4-fluoro-phenyl)-5-piperidin-1-yl-pyrazine-2-carbonyl]-amino}-2-methyl-propionic acid methyl ester). Reaction SMILES: [F:1][C:2]1[CH:7]=[CH:6][C:5]([C:8]2[N:13]=[C:12]([C:14](O)=[O:15])[CH:11]=[N:10][C:9]=2[N:17]2[CH2:22][CH2:21][CH2:20][CH2:19][CH2:18]2)=[CH:4][CH:3]=1.C(Cl)(=O)C(Cl)=O.[CH3:29][O:30][C:31](=[O:36])[C:32]([NH2:35])([CH3:34])[CH3:33].C(N(CC)C(C)C)(C)C.[N-]=C=O>ClCCl>[CH3:29][O:30][C:31](=[O:36])[C:32]([NH:35][C:14]([C:12]1[CH:11]=[N:10][C:9]([N:17]2[CH2:18][CH2:19][CH2:20][CH2:21][CH2:22]2)=[C:8]([C:5]2[CH:4]=[CH:3][C:2]([F:1])=[CH:7][CH:6]=2)[N:13]=1)=[O:15])([CH3:34])[CH3:33]. Procedure: To a dichloromethane (1 ml) solution of 6-(4-fluoro-phenyl)-5-piperidin-1-yl-pyrazine-2-carboxylic acid (0.107 g, 0.358 mmol, 1.0 eq) was added oxalyl chloride (0.136 g, 1.07 mmol, 3.0 eq). The reaction was stirred at room temperature for 3 hours after which time the solvent was removed in vacuo. The residue was re-dissolved in dichloromethane (3 ml) and added portion-wise to a dichloromethane (1 ml) solution of aminoisobutyric acid methyl ester (0.066 g, 0.429 mmol, 1.2 eq). PS—N,N-diisopropyle... The reactants are CC(=O)c1ccc(N2CCN(C(=O)c3cc(S(C)(=O)=O)ccc3OC(C)C)CC2)c(F)c1, [Li]C, C1CCOC1. Yields the product CC(C)Oc1ccc(S(C)(=O)=O)cc1C(=O)N1CCN(c2ccc(C(C)(C)O)cc2F)CC1. Reaction SMILES: [F:1][c:2]1[cH:3][c:4]([C:30]([CH3:31])=[O:32])[cH:5][cH:6][c:7]1[N:8]1[CH2:9][CH2:10][N:11]([C:14]([c:15]2[c:16]([O:25][CH:26]([CH3:27])[CH3:28])[cH:17][cH:18][c:19]([S:21](=[O:22])(=[O:23])[CH3:24])[cH:20]2)=[O:29])[CH2:12][CH2:13]1.[Li:33][CH3:34].[O:35]1[CH2:36][CH2:37][CH2:38][CH2:39]1>>[F:1][c:2]1[cH:3][c:4]([C:30]([CH3:31])([OH:32])[CH3:34])[cH:5][cH:6][c:7]1[N:8]1[CH2:9][CH2:10][N:11]([C:14]([c:15]2[c:16]([O:25][CH:26]([CH3:27])[CH3:28])[cH:17][cH:18][c:19]([S:21](=[O:22])(=[O:23])[CH3:24])[cH:20]2)=[O:29])[CH2:12][CH2:13]1. Starting materials: C1=CC=CC2=NC3=CC=CC=C3C(=C12)C(=O)O (Acridine-9-carboxylic acid), C1(=CC=CC=C1)O (phenol), N1=CC=CC=C1 (pyridine). Solvent: C(Cl)Cl (methylene chloride), S(=O)(Cl)Cl (thionyl chloride), C(Cl)Cl (methylene chloride). Reaction conditions: time 8 hour. Yields the product C1=CC=CC2=NC3=CC=CC=C3C(=C12)C(=O)OC1=CC=CC=C1 (Phenyl acridine-9-carboxylate). As a reaction SMILES: [CH:1]1[C:14]2[C:5](=[N:6][C:7]3[C:12]([C:13]=2[C:15]([OH:17])=[O:16])=[CH:11][CH:10]=[CH:9][CH:8]=3)[CH:4]=[CH:3][CH:2]=1.N1C=CC=CC=1.[C:24]1(O)[CH:29]=[CH:28][CH:27]=[CH:26][CH:25]=1>S(Cl)(Cl)=O.C(Cl)Cl>[CH:11]1[C:12]2[C:7](=[N:6][C:5]3[C:14]([C:13]=2[C:15]([O:17][C:24]2[CH:29]=[CH:28][CH:27]=[CH:26][CH:25]=2)=[O:16])=[CH:1][CH:2]=[CH:3][CH:4]=3)[CH:8]=[CH:9][CH:10]=1. Procedure: Acridine-9-carboxylic acid (1 g, 4.1 mmol) was suspended in thionyl chloride (5 mL) and the reaction mixture was refluxed for 3 hours. The solvent was removed under reduced pressure leaving a yellow solid which was dissolved in methylene chloride and pyridine (350 μL) under argon. This solution was cooled in an ice bath and a solution of phenol (0.78 g, 8.2 mmol) in methylene chloride was added dropwise. The reaction mixture was stirred overnight at room temperature. After evaporation of solvent... Reactants: ClC(=O)OCC1=CC=CC=C1 (benzyl chloroformate), Intermediate 12, FC=1C=C(C2=C(CC(O2)CN)C1)C1=C(C=CC=C1)C ((±)-1-[5-fluoro-7-(2-methylphenyl)-2,3-dihydro-1-benzofuran-2-yl]methanamine), C(C)(C)N(CC)C(C)C (diisopropylethylamine). Yields the product 4.35, C(C1=CC=CC=C1)OC(NCC1OC2=C(C1)C=C(C=C2C2=C(C=CC=C2)C)F)=O ((±)-benzyl[5-fluoro-7-(2-methylphenyl)-2,3-dihydro-1-benzofuran-2-yl]methylcarbamate). Yield: 92.0%. As a reaction SMILES: [F:1][C:2]1[CH:3]=[C:4]([C:13]2[CH:18]=[CH:17][CH:16]=[CH:15][C:14]=2[CH3:19])[C:5]2[O:9][CH:8]([CH2:10][NH2:11])[CH2:7][C:6]=2[CH:12]=1.C(N(C(C)C)CC)(C)C.Cl[C:30]([O:32][CH2:33][C:34]1[CH:39]=[CH:38][CH:37]=[CH:36][CH:35]=1)=[O:31]>>[CH2:33]([O:32][C:30](=[O:31])[NH:11][CH2:10][CH:8]1[CH2:7][C:6]2[CH:12]=[C:2]([F:1])[CH:3]=[C:4]([C:13]3[CH:18]=[CH:17][CH:16]=[CH:15][C:14]=3[CH3:19])[C:5]=2[O:9]1)[C:34]1[CH:39]=[CH:38][CH:37]=[CH:36][CH:35]=1. Procedure: Treatment of (±)-1-[5-fluoro-7-(2-methylphenyl)-2,3-dihydro-1-benzofuran-2-yl]methanamine (3.11 g, 12.1 mmol) with diisopropylethylamine (2.34 g, 18.1 mmol) and benzyl chloroformate (2.27 g, 13.3 mmol) generally according to the procedure described for Intermediate 12 gave 4.35 (92%) of (±)-benzyl[5-fluoro-7-(2-methylphenyl)-2,3-dihydro-1-benzofuran-2-yl]methylcarbamate as a colorless oil. Rf=0.83 (silica, ethyl acetate:hexanes 1:9); Anal. calcd. for C24H22FO3.0.2H2O: C, 72.97; H, 5.72; N, 3.55....